This data is from the Open Reaction Database (ORD), a public repository of structured organic reaction records. The task is: describe an organic reaction: reactants, conditions, products, and yield The reactants are ClC=1C(N(C(=NC1OCC1=CC=C(C=C1)F)C)C1=C(C=CC(=C1)C(C#C)=O)C)=O (5-chloro-6-(4-fluoro-benzyloxy)-2-methyl-3-(2-methyl-5-propynoyl-phenyl)-3H-pyrimidin-4-one), Cl.OC(C(=N)N)(C)C (2-hydroxy-2-methylpropionamidine HCl), C([O-])([O-])=O.[K+].[K+] (potassium carbonate). The solvent is C(C)#N (acetonitrile). Run at temperature 75 celsius. Product: ClC=1C(N(C(=NC1OCC1=CC=C(C=C1)F)C)C1=C(C=CC(=C1)C1=NC(=NC=C1)C(C)(C)O)C)=O (5-chloro-6-((4-fluorobenzyl)oxy)-3-(5-(2-(2-hydroxypropan-2-yl)pyrimidin-4-yl)-2-methylphenyl)-2-methylpyrimidin-4(3H)-one). Isolated yield 29.3%. RXN SMILES: [Cl:1][C:2]1[C:3](=[O:29])[N:4]([C:18]2[CH:23]=[C:22]([C:24](=O)[C:25]#[CH:26])[CH:21]=[CH:20][C:19]=2[CH3:28])[C:5]([CH3:17])=[N:6][C:7]=1[O:8][CH2:9][C:10]1[CH:15]=[CH:14][C:13]([F:16])=[CH:12][CH:11]=1.Cl.[OH:31][C:32]([CH3:37])([CH3:36])[C:33]([NH2:35])=[NH:34].C(=O)([O-])[O-].[K+].[K+]>C(#N)C>[Cl:1][C:2]1[C:3](=[O:29])[N:4]([C:18]2[CH:23]=[C:22]([C:24]3[CH:25]=[CH:26][N:35]=[C:33]([C:32]([OH:31])([CH3:37])[CH3:36])[N:34]=3)[CH:21]=[CH:20][C:19]=2[CH3:28])[C:5]([CH3:17])=[N:6][C:7]=1[O:8][CH2:9][C:10]1[CH:15]=[CH:14][C:13]([F:16])=[CH:12][CH:11]=1 |f:1.2,3.4.5|. Reported procedure: To a solution of 5-chloro-6-(4-fluoro-benzyloxy)-2-methyl-3-(2-methyl-5-propynoyl-phenyl)-3H-pyrimidin-4-one of Step C (10 mg, 0.02 mmol) in acetonitrile (1 mL) was added 2-hydroxy-2-methylpropionamidine HCl (5 mg, 0.03 mmol) and potassium carbonate (10 mg, 0.08 mmol) and the slurry was heated at 75° C. for eighteen hours. After cooling to room temperature the reaction was filtered to remove excess salts. The filtrate was concentrated and purified via normal phase chromatography (ethyl acetate/h...